This data is from the Open Reaction Database (ORD), a public repository of structured organic reaction records. The task is: describe an organic reaction: reactants, conditions, products, and yield Reactants: [Br-], O=C1CSCN1CCCCBr, CO, CC#N, ClC(Cl)Cl, Fc1ccc(N2CCNCC2)cc1, [I-], [K+], [K+], [Na+], O=C([O-])[O-]. Product: O=C1CSCN1CCCCN1CCN(c2ccc(F)cc2)CC1. RXN SMILES: [Br-:33].[Br:1][CH2:2][CH2:3][CH2:4][CH2:5][N:6]1[CH2:7][S:8][CH2:9][C:10]1=[O:11].[CH3:34][OH:35].[CH3:40][C:41]#[N:42].[Cl:36][CH:37]([Cl:38])[Cl:39].[F:12][c:13]1[cH:14][cH:15][c:16]([N:19]2[CH2:20][CH2:21][NH:22][CH2:23][CH2:24]2)[cH:17][cH:18]1.[I-:31].[K+:25].[K+:26].[Na+:32].[O-:27][C:28]([O-:29])=[O:30]>>[CH2:2]([CH2:3][CH2:4][CH2:5][N:6]1[CH2:7][S:8][CH2:9][C:10]1=[O:11])[N:22]1[CH2:21][CH2:20][N:19]([c:16]2[cH:15][cH:14][c:13]([F:12])[cH:18][cH:17]2)[CH2:24][CH2:23]1. Reactants: C1C(CCC2=CC(=CC=C12)C(=O)OC)C(=O)OC ((±)-Dimethyl 1,2,3,4-tetrahydronaphthalene-2,6-dicarboxylate), C[Si](C)(C)[N-][Si](C)(C)C.[Na+] (sodium bis(trimethylsilyl)amide), C(C=C)Br (allyl bromide). Run in C1CCOC1 (THF). Run at temperature -70 celsius, time 10 minute. Product: C(C=C)C1(CC2=CC=C(C=C2CC1)C(=O)OC)C(=O)OC ((±)-Dimethyl 2-allyl-1,2,3,4-tetrahydronaphthalene-2,6-dicarboxylate). RXN SMILES: [CH2:1]1[C:10]2[C:5](=[CH:6][C:7]([C:11]([O:13][CH3:14])=[O:12])=[CH:8][CH:9]=2)[CH2:4][CH2:3][CH:2]1[C:15]([O:17][CH3:18])=[O:16].C[Si]([N-][Si](C)(C)C)(C)C.[Na+].[CH2:29](Br)[CH:30]=[CH2:31]>C1COCC1>[CH2:31]([C:7]1([C:11]([O:13][CH3:14])=[O:12])[CH2:8][CH2:9][C:10]2[C:5](=[CH:4][CH:3]=[C:2]([C:15]([O:17][CH3:18])=[O:16])[CH:1]=2)[CH2:6]1)[CH:30]=[CH2:29] |f:1.2|. Procedure: To a stirred solution of (±)-dimethyl 1,2,3,4-tetrahydronaphthalene-2,6-dicarboxylate from Step A (10.0 g, 40.4 mmol) in THF (200 mL) at −70° C. was added sodium bis(trimethylsilyl)amide (1.0 M in THF, 45 mL, 45 mmol) dropwise, over 10 min, such that the reaction temperature was maintained below −65° C. during the addition. The mixture was stirred at −70° C. for a further 40 min, then allyl bromide (5.87 g, 48.5 mmol) was added dropwise over 3 min. Stirring was continued at −70° C. for 2 h, then... The reactants are NC1=NN2C(C=CC=C2C=2N(C=CC2)C(=O)OC(C)(C)C)=N1 (tert-butyl 2-(2-amino[1,2,4]triazolo[1,5-a]pyridin-5-yl)-1H-pyrrole-1-carboxylate), C1(CCCC1)C(=O)Cl (cyclopentanecarbonyl chloride). The product is N1C(=CC=C1)C1=CC=CC=2N1N=C(N2)NC(=O)C2CCCC2 (N-[5-(1H-pyrrol-2-yl)[1,2,4]triazolo[1,5-a]pyridin-2-yl]cyclopentanecarboxamide). As a reaction SMILES: [NH2:1][C:2]1[N:22]=[C:5]2[CH:6]=[CH:7][CH:8]=[C:9]([C:10]3[N:11](C(OC(C)(C)C)=O)[CH:12]=[CH:13][CH:14]=3)[N:4]2[N:3]=1.[CH:23]1([C:28](Cl)=[O:29])[CH2:27][CH2:26][CH2:25][CH2:24]1>>[NH:11]1[CH:12]=[CH:13][CH:14]=[C:10]1[C:9]1[N:4]2[N:3]=[C:2]([NH:1][C:28]([CH:23]3[CH2:27][CH2:26][CH2:25][CH2:24]3)=[O:29])[N:22]=[C:5]2[CH:6]=[CH:7][CH:8]=1. Procedure: The title compound was prepared following procedure and work up described for example 9, but starting from tert-butyl 2-(2-amino[1,2,4]triazolo[1,5-a]pyridin-5-yl)-1H-pyrrole-1-carboxylate ((A6), 50 mg; 0.17 mmol; 1.0 eq.) and cyclopentanecarbonyl chloride (44 mg; 0.33 mmol; 2.0 eq.) as a white solid (25.4 mg, 51%). HPLC, Rt: 3.17 min. (purity 99.7%). LC/MS, M+(ESI): 296.4, M−(ESI): 294.3. The reactants are O=C([O-])[O-], Cc1cc(C)c(-n2c(C)nc3c(N)cc(C)nc32)c(C)c1, CCN(C(C)C)C(C)C, O=C(Cl)CCl, ClCCCl, [K+], [K+]. Yields the product Cc1cc(C)c(-n2c(C)nc3c(NC(=O)CCl)cc(C)nc32)c(C)c1. As a reaction SMILES: [C:36](=[O:37])([O-:38])[O-:39].[CH3:1][c:2]1[n:3](-[c:13]2[c:14]([CH3:21])[cH:15][c:16]([CH3:20])[cH:17][c:18]2[CH3:19])[c:4]2[n:5][c:6]([CH3:12])[cH:7][c:8]([NH2:11])[c:9]2[n:10]1.[CH:22]([N:23]([CH2:24][CH3:25])[CH:26]([CH3:27])[CH3:28])([CH3:29])[CH3:30].[Cl:31][CH2:32][C:33](=[O:34])[Cl:35].[Cl:42][CH2:43][CH2:44][Cl:45].[K+:40].[K+:41]>>[CH3:1][c:2]1[n:3](-[c:13]2[c:14]([CH3:21])[cH:15][c:16]([CH3:20])[cH:17][c:18]2[CH3:19])[c:4]2[n:5][c:6]([CH3:12])[cH:7][c:8]([NH:11][C:33]([CH2:32][Cl:31])=[O:34])[c:9]2[n:10]1. Procedure details: Example 101 was prepared from 1-(4-fluorophenyl) cyclopentanecarboxylic acid and N-{3-[1-(3-aminopropyl)-4-piperidinyl]phenyl}butanamide according to the procedures described in Scheme 10: 1H NMR (400 MHz, CDCl3) δ 7.51 (s, 1H), 7.37–7.24 (m, 6H), 7.02–6.95 (m, 2H), 6.51 (br s, 1H), 3.28 (dd, 2H, J=5.6, 11.6 Hz), 2.93 (d, 2H, J=11.6 Hz), 2.53–2.48 (m, 3H), 2.37–2.30 (m, 4H), 1.98–1.92 (m, 4H), 1.82–1.59 (m, 12H), 1.02 (t, 3H, J=7.6 Hz); ESMS m/e: 494.3 (M+H)+. Yields the product C(CCC)(=O)NC=1C=C(C=CC1)C1CCN(CC1)CCCNC(=O)C1(CCCC1)C1=CC=C(C=C1)F (N-(3-{4-[3-(BUTYRYLAMINO)PHENYL]-1-PIPERIDINYL}PROPYL)-1-(4-FLUOROPHENYL) CYCLOPENTANECARBOXAMIDE). As a reaction SMILES: [F:1][C:2]1[CH:7]=[CH:6][C:5]([C:8]2([C:13]([OH:15])=O)[CH2:12][CH2:11][CH2:10][CH2:9]2)=[CH:4][CH:3]=1.[NH2:16][CH2:17][CH2:18][CH2:19][N:20]1[CH2:25][CH2:24][CH:23]([C:26]2[CH:27]=[C:28]([NH:32][C:33](=[O:37])[CH2:34][CH2:35][CH3:36])[CH:29]=[CH:30][CH:31]=2)[CH2:22][CH2:21]1>>[C:33]([NH:32][C:28]1[CH:27]=[C:26]([CH:23]2[CH2:24][CH2:25][N:20]([CH2:19][CH2:18][CH2:17][NH:16][C:13]([C:8]3([C:5]4[CH:4]=[CH:3][C:2]([F:1])=[CH:7][CH:6]=4)[CH2:9][CH2:10][CH2:11][CH2:12]3)=[O:15])[CH2:21][CH2:22]2)[CH:31]=[CH:30][CH:29]=1)(=[O:37])[CH2:34][CH2:35][CH3:36]. The reactants are FC1=CC=C(C=C1)C1(CCCC1)C(=O)O (1-(4-fluorophenyl) cyclopentanecarboxylic acid), NCCCN1CCC(CC1)C=1C=C(C=CC1)NC(CCC)=O (N-{3-[1-(3-aminopropyl)-4-piperidinyl]phenyl}butanamide).